This data is from the Open Reaction Database (ORD), a public repository of structured organic reaction records. The task is: describe an organic reaction: reactants, conditions, products, and yield The reactants are CC(C)(C)c1ccc(C(=O)NCCc2cccc(C(F)(F)F)c2)c(Cl)c1, C1CCOC1, Cl, [Na+], [OH-]. The product is CC(C)(C)c1ccc(CNCCc2cccc(C(F)(F)F)c2)c(Cl)c1. RXN SMILES: [C:1]([CH3:2])([CH3:3])([CH3:4])[c:5]1[cH:6][c:7]([Cl:26])[c:8]([C:9](=[O:10])[NH:11][CH2:12][CH2:13][c:14]2[cH:15][c:16]([C:20]([F:21])([F:22])[F:23])[cH:17][cH:18][cH:19]2)[cH:24][cH:25]1.[CH2:30]1[O:31][CH2:32][CH2:33][CH2:34]1.[ClH:27].[Na+:29].[OH-:28]>>[C:1]([CH3:2])([CH3:3])([CH3:4])[c:5]1[cH:6][c:7]([Cl:26])[c:8]([CH2:9][NH:11][CH2:12][CH2:13][c:14]2[cH:15][c:16]([C:20]([F:21])([F:22])[F:23])[cH:17][cH:18][cH:19]2)[cH:24][cH:25]1.